This data is from the Open Reaction Database (ORD), a public repository of structured organic reaction records. The task is: describe an organic reaction: reactants, conditions, products, and yield Starting materials: C1CC(N2CCNCC2)C1, O=C(O)c1ccc2c(c1)cc(C(=O)N1CCOCC1)n2CC(F)(F)F. The product is O=C(c1ccc2c(c1)cc(C(=O)N1CCOCC1)n2CC(F)(F)F)N1CCN(C2CCC2)CC1. As a reaction SMILES: [CH:26]1([N:30]2[CH2:31][CH2:32][NH:33][CH2:34][CH2:35]2)[CH2:27][CH2:28][CH2:29]1.[O:1]1[CH2:2][CH2:3][N:4]([C:7](=[O:8])[c:9]2[n:10]([CH2:21][C:22]([F:23])([F:24])[F:25])[c:11]3[cH:12][cH:13][c:14]([C:18](=[O:19])[OH:20])[cH:15][c:16]3[cH:17]2)[CH2:5][CH2:6]1>>[O:1]1[CH2:2][CH2:3][N:4]([C:7](=[O:8])[c:9]2[n:10]([CH2:21][C:22]([F:23])([F:24])[F:25])[c:11]3[cH:12][cH:13][c:14]([C:18](=[O:19])[N:33]4[CH2:32][CH2:31][N:30]([CH:26]5[CH2:27][CH2:28][CH2:29]5)[CH2:35][CH2:34]4)[cH:15][c:16]3[cH:17]2)[CH2:5][CH2:6]1. Starting materials: O=C(Cl)C(=O)Cl, OC1OC(COCc2ccccc2)C(OCc2ccccc2)C(OCc2ccccc2)C1OCc1ccccc1, ClCCl, CN(C)C=O. Product: ClC1OC(COCc2ccccc2)C(OCc2ccccc2)C(OCc2ccccc2)C1OCc1ccccc1. Reaction SMILES: [C:41]([Cl:42])(=[O:43])[C:45]([Cl:44])=[O:46].[CH2:1]([c:2]1[cH:3][cH:4][cH:5][cH:6][cH:7]1)[O:8][CH:9]1[CH:10]([OH:11])[O:12][CH:13]([CH2:32][O:33][CH2:34][c:35]2[cH:36][cH:37][cH:38][cH:39][cH:40]2)[CH:14]([O:24][CH2:25][c:26]2[cH:27][cH:28][cH:29][cH:30][cH:31]2)[CH:15]1[O:16][CH2:17][c:18]1[cH:19][cH:20][cH:21][cH:22][cH:23]1.[CH2:52]([Cl:53])[Cl:54].[CH3:47][N:48]([CH3:49])[CH:50]=[O:51]>>[CH2:1]([c:2]1[cH:3][cH:4][cH:5][cH:6][cH:7]1)[O:8][CH:9]1[CH:10]([Cl:44])[O:12][CH:13]([CH2:32][O:33][CH2:34][c:35]2[cH:36][cH:37][cH:38][cH:39][cH:40]2)[CH:14]([O:24][CH2:25][c:26]2[cH:27][cH:28][cH:29][cH:30][cH:31]2)[CH:15]1[O:16][CH2:17][c:18]1[cH:19][cH:20][cH:21][cH:22][cH:23]1. The reactants are O=C([O-])[O-], COCCOC, Cc1cc(C)c(Nc2nc(C)ncc2S(=O)(=O)c2ccc(OS(=O)(=O)C(F)(F)F)cc2)c(C)c1, CB(O)O, [Na+], [Na+], O, Cl[Pd]Cl, c1ccc(P(c2ccccc2)c2ccccc2)cc1, c1ccc(P(c2ccccc2)c2ccccc2)cc1, c1ccc(P(c2ccccc2)c2ccccc2)cc1. The product is Cc1ccc(S(=O)(=O)c2cnc(C)nc2Nc2c(C)cc(C)cc2C)cc1. RXN SMILES: [C:39](=[O:40])([O-:41])[O-:42].[CH3:106][O:107][CH2:108][CH2:109][O:110][CH3:111].[CH3:1][c:2]1[n:3][cH:4][c:5]([S:18](=[O:19])(=[O:20])[c:21]2[cH:22][cH:23][c:24]([O:27][S:28]([C:29]([F:30])([F:31])[F:32])(=[O:33])=[O:34])[cH:25][cH:26]2)[c:6]([NH:8][c:9]2[c:10]([CH3:17])[cH:11][c:12]([CH3:16])[cH:13][c:14]2[CH3:15])[n:7]1.[CH3:35][B:36]([OH:37])[OH:38].[Na+:43].[Na+:44].[OH2:64].[Pd:65]([Cl:66])[Cl:67].[c:45]1([P:46]([c:47]2[cH:48][cH:49][cH:50][cH:51][cH:52]2)[c:53]2[cH:54][cH:55][cH:56][cH:57][cH:58]2)[cH:59][cH:60][cH:61][cH:62][cH:63]1.[c:68]1([P:69]([c:70]2[cH:71][cH:72][cH:73][cH:74][cH:75]2)[c:76]2[cH:77][cH:78][cH:79][cH:80][cH:81]2)[cH:82][cH:83][cH:84][cH:85][cH:86]1.[c:87]1([P:88]([c:89]2[cH:90][cH:91][cH:92][cH:93][cH:94]2)[c:95]2[cH:96][cH:97][cH:98][cH:99][cH:100]2)[cH:101][cH:102][cH:103][cH:104][cH:105]1>>[CH3:1][c:2]1[n:3][cH:4][c:5]([S:18](=[O:19])(=[O:20])[c:21]2[cH:22][cH:23][c:24]([CH3:35])[cH:25][cH:26]2)[c:6]([NH:8][c:9]2[c:10]([CH3:17])[cH:11][c:12]([CH3:16])[cH:13][c:14]2[CH3:15])[n:7]1. Reactants: FC(CCC(=O)O)(F)F (4,4,4-trifluorobutyric acid), CCCCC (pentane), C(C(=O)Cl)(=O)Cl (oxalyl chloride). Solvent: CN(C=O)C (dimethylformamide). The product is FC(CCC(=O)Cl)(F)F (4,4,4-trifluorobutyryl chloride). Isolated yield 76.0%. Reaction SMILES: [F:1][C:2]([F:9])([F:8])[CH2:3][CH2:4][C:5](O)=[O:6].CCCCC.C(Cl)(=O)C([Cl:18])=O>CN(C)C=O>[F:1][C:2]([F:9])([F:8])[CH2:3][CH2:4][C:5]([Cl:18])=[O:6]. Procedure: To a mixture of 131 g of 4,4,4-trifluorobutyric acid and 1 liter of pentane, 101 ml of oxalyl chloride and 0.1 ml of dimethylformamide were added, and the mixture was heated at reflux for 3 hours. The reaction solution was distilled at normal pressure to give 112 g of 4,4,4-trifluorobutyryl chloride (b.p. 103° C., 760 mmHg) (yield: 76%). Starting materials: C[O-].[Na+] (sodium methoxide), ClC1=NC(=CC(=N1)C1=CC(=C(C=C1)F)Cl)N1CCN(CC1)C1=NC=CC=C1C(F)(F)F (2-chloro-4-(3-chloro-4-fluoro-phenyl)-6-[4-(3-trifluoromethyl-pyridin-2-yl)-piperazin-1-yl]-pyrimidine), O1CCCC1 (tetrahydrofuran), solution. Run in CO (MeOH). Reaction conditions: temperature 60 celsius, time 16 hour. Product: ClC=1C=C(C=CC1F)C1=NC(=NC(=C1)N1CCN(CC1)C1=NC=CC=C1C(F)(F)F)OC (4-(3-chloro-4-fluoro-phenyl)-2-methoxy-6-[4-(3-trifluoromethyl-pyridin-2-yl)-piperazin-1-yl]-pyrimidine). Reaction SMILES: Cl[C:2]1[N:7]=[C:6]([C:8]2[CH:13]=[CH:12][C:11]([F:14])=[C:10]([Cl:15])[CH:9]=2)[CH:5]=[C:4]([N:16]2[CH2:21][CH2:20][N:19]([C:22]3[C:27]([C:28]([F:31])([F:30])[F:29])=[CH:26][CH:25]=[CH:24][N:23]=3)[CH2:18][CH2:17]2)[N:3]=1.[O:32]1CCC[CH2:33]1.C[O-].[Na+]>CO>[Cl:15][C:10]1[CH:9]=[C:8]([C:6]2[CH:5]=[C:4]([N:16]3[CH2:21][CH2:20][N:19]([C:22]4[C:27]([C:28]([F:31])([F:30])[F:29])=[CH:26][CH:25]=[CH:24][N:23]=4)[CH2:18][CH2:17]3)[N:3]=[C:2]([O:32][CH3:33])[N:7]=2)[CH:13]=[CH:12][C:11]=1[F:14] |f:2.3|. Reported procedure: Combine a mixture of 2-chloro-4-(3-chloro-4-fluoro-phenyl)-6-[4-(3-trifluoromethyl-pyridin-2-yl)-piperazin-1-yl]-pyrimidine (47 mg, 1 mmol), tetrahydrofuran (1 mL), and a 21% solution of sodium methoxide in MeOH (0.5 mL). Let the reaction stir at 60° C. for 16 hours. Evaporate the mixture, add water (5 mL), and extract twice with EtOAc (5 mL each). Combine the organic layers, dry (Na2SO4), and purify by preparative TLC (8:1 hexanes/EtOAc) to obtain 4-(3-chloro-4-fluoro-phenyl)-2-methoxy-6-[4-(3-... Reactants: ClC1=CC(=C(C=2C3=C(C(NC12)=O)SC=C3)C3=CC=C(C=C3)[C@H](CNC(OC(C)(C)C)=O)C)OC ((R)-tert-butyl 2-(4-(6-chloro-8-methoxy-4-oxo-4,5-dihydrothieno[2,3-c]quinolin-9-yl)phenyl)propylcarbamate), B(Br)(Br)Br (BBr3). Yields the product Cl.NC[C@H](C)C1=CC=C(C=C1)C=1C=2C3=C(C(NC2C(=CC1O)Cl)=O)SC=C3 ((R)-9-(4(1-Aminopropan-2-yl)phenyl)-6-chloro-8-hydroxythieno[2,3-c]quinolin-4(5H)-one Hydrochloride). Isolated yield 54.6%. RXN SMILES: [Cl:1][C:2]1[C:11]2[NH:10][C:9](=[O:12])[C:8]3[S:13][CH:14]=[CH:15][C:7]=3[C:6]=2[C:5]([C:16]2[CH:21]=[CH:20][C:19]([C@@H:22]([CH3:32])[CH2:23][NH:24]C(=O)OC(C)(C)C)=[CH:18][CH:17]=2)=[C:4]([O:33]C)[CH:3]=1.B(Br)(Br)Br>>[ClH:1].[NH2:24][CH2:23][C@@H:22]([C:19]1[CH:18]=[CH:17][C:16]([C:5]2[C:6]3[C:7]4[CH:15]=[CH:14][S:13][C:8]=4[C:9](=[O:12])[NH:10][C:11]=3[C:2]([Cl:1])=[CH:3][C:4]=2[OH:33])=[CH:21][CH:20]=1)[CH3:32] |f:2.3|. Procedure: Following General Procedure F, (R)-tert-butyl 2-(4-(6-chloro-8-methoxy-4-oxo-4,5-dihydrothieno[2,3-c]quinolin-9-yl)phenyl)propylcarbamate (100 mg, 0.20 mmol) was treated with BBr3 (1.0 M in CH2Cl2, 5 mL, 5 mmol) to afford the desired product as a white solid (23 mg, 30%): 1H NMR (500 MHz, CD3OD) δ 7.63 (d, J=5.4 Hz, 1H), 7.56 (dd, J=7.9, 1.9 Hz, 1H), 7.47 (dd, J=7.8, 1.9 Hz, 1H), 7.39-7.28 (m, 3H), 6.12 (d, J=5.4 Hz, 1H), 3.36-3.13 (m, 3H), 1.49 (d, J=6.5 Hz, 3H); ESI MS m/z 385 [C20H17ClN2O2S+H... The reactants are BrC1=CC=C(O1)F (5-bromo-2-fluorofuran), C(CCC)[Sn](CCCC)(CCCC)Cl (Tri-n-butylstannyl chloride), BrC1=CC=C(O1)C(=O)O (5-Bromo-2-furoic acid), C([O-])(O)=O.[Na+] (sodium bicarbonate), 1-Chloromethyl-4-fluoro-1,4-diazobicyclo[2.2.2]octane, F[B-](F)(F)F (tetrafluoroborate), C(CCC)[Li] (n-Butyllithium). The solvent is CCCCC (pentane), CCCCC.O (pentane water). The product is FC1=CC=C(O1)[Sn](CCCC)(CCCC)CCCC (5-Fluoro-2-tri-n-butylstannylfuran). RXN SMILES: BrC1OC(C(O)=O)=CC=1.C(=O)(O)[O-].[Na+].F[B-](F)(F)F.Br[C:21]1[O:25][C:24]([F:26])=[CH:23][CH:22]=1.C([Li])CCC.[CH2:32]([Sn:36](Cl)([CH2:41][CH2:42][CH2:43][CH3:44])[CH2:37][CH2:38][CH2:39][CH3:40])[CH2:33][CH2:34][CH3:35]>CCCCC.O.CCCCC>[F:26][C:24]1[O:25][C:21]([Sn:36]([CH2:37][CH2:38][CH2:39][CH3:40])([CH2:41][CH2:42][CH2:43][CH3:44])[CH2:32][CH2:33][CH2:34][CH3:35])=[CH:22][CH:23]=1 |f:1.2,7.8|. Reported procedure: 5-Bromo-2-furoic acid (300 mg, 1.57 mmol) and sodium bicarbonate (316 mg, 3.76 mmol) was stirred in 3.5 mL of pentane/water (2:5) at room temperature for 5 minutes. 1-Chloromethyl-4-fluoro-1,4-diazobicyclo[2.2.2]octane bis-(tetrafluoroborate (“Selectfluor®”) (668 mg, 1.88 mmol) was added, and the mixture was stirred for another hour at room temperature. The pentane layer containing 5-bromo-2-fluorofuran was separated from the mixture, dried (MgSO4), and used for next step directly. The pentane s... Starting materials: CC1=C(N=C(O1)C1=CC=CC=C1)COC1=CC=C(OCC2=NC=CC=C2CC#N)C=C1 (2-[2-[[4-[(5-methyl-2-phenyl-4-oxazolyl)methoxy]phenoxy]methyl]-3-pyridyl]acetonitrile), C(C)O (ethanol), Cl (Hydrochloric acid), O (water), [OH-].[Na+] (sodium hydroxide). The product is CC1=C(N=C(O1)C1=CC=CC=C1)COC1=CC=C(OCC2=NC=CC=C2CC(=O)O)C=C1 (2-[2-[[4-[(5-methyl-2-phenyl-4-oxazolyl)methoxy]phenoxy]methyl]-3-pyridyl]acetic acid). The yield is 86.0%. Reaction SMILES: [CH3:1][C:2]1OC(C2C=CC=CC=2)=[N:4][C:3]=1[CH2:13][O:14][C:15]1[CH:31]=[CH:30][C:18]([O:19][CH2:20][C:21]2[C:26]([CH2:27][C:28]#N)=[CH:25][CH:24]=[CH:23][N:22]=2)=[CH:17][CH:16]=1.[CH2:32]([OH:34])[CH3:33].[OH-:35].[Na+].Cl.[OH2:38]>>[CH3:1][C:2]1[O:34][C:32]([C:33]2[CH:30]=[CH:31][CH:15]=[CH:16][CH:17]=2)=[N:4][C:3]=1[CH2:13][O:14][C:15]1[CH:16]=[CH:17][C:18]([O:19][CH2:20][C:21]2[C:26]([CH2:27][C:28]([OH:38])=[O:35])=[CH:25][CH:24]=[CH:23][N:22]=2)=[CH:30][CH:31]=1 |f:2.3|. Procedure: To a mixture of 2-[2-[[4-[(5-methyl-2-phenyl-4-oxazolyl)methoxy]phenoxy]methyl]-3-pyridyl]acetonitrile (1.19 g) and ethanol (15 mL) was added a 2N aqueous sodium hydroxide solution (15 mL) and the mixture was heated under reflux for 5 hrs. 1N Hydrochloric acid (30 mL) and water were added to the reaction mixture and the mixture was extracted with ethyl acetate. The organic layer was washed with saturated brine, dried over anhydrous magnesium sulfate and concentrated to give crystals (1.08 g, 86%...